From a dataset of the Open Reaction Database (ORD), a public repository of structured organic reaction records. describe an organic reaction: reactants, conditions, products, and yield The reactants are C(C)(=O)OC1=C(C(=O)OC=2C(=C(C3=C(SC(O3)C3=C(C=CC=C3)OC(C)=O)C2C)C)C)C=CC=C1 (5-(o-acetoxybenzoyloxy)-2-(o-acetoxyphenyl)-4,6,7-trimethyl-1,3-benzoxathiole), [OH-].[K+] (potassium hydroxide). Solvent: CO (methanol). Yields the product OC1=C(C(=O)OC=2C(=C(C3=C(SC(O3)C3=C(C=CC=C3)O)C2C)C)C)C=CC=C1 (5-(o-Hydroxybenzoyloxy)-2-(o-hydroxyphenyl)-4,6,7-trimethyl-1,3-benzoxathiole). Yield: 47.0%. RXN SMILES: C([O:4][C:5]1[CH:35]=[CH:34][CH:33]=[CH:32][C:6]=1[C:7]([O:9][C:10]1[C:11]([CH3:31])=[C:12]([CH3:30])[C:13]2[O:17][CH:16]([C:18]3[CH:23]=[CH:22][CH:21]=[CH:20][C:19]=3[O:24]C(=O)C)[S:15][C:14]=2[C:28]=1[CH3:29])=[O:8])(=O)C.[OH-].[K+]>CO>[OH:4][C:5]1[CH:35]=[CH:34][CH:33]=[CH:32][C:6]=1[C:7]([O:9][C:10]1[C:11]([CH3:31])=[C:12]([CH3:30])[C:13]2[O:17][CH:16]([C:18]3[CH:23]=[CH:22][CH:21]=[CH:20][C:19]=3[OH:24])[S:15][C:14]=2[C:28]=1[CH3:29])=[O:8] |f:1.2|. Reported procedure: A mixture of 282 mg of 5-(o-acetoxybenzoyloxy)-2-(o-acetoxyphenyl)-4,6,7-trimethyl-1,3-benzoxathiole, 290 mg of potassium hydroxide and 3 ml of methanol was reacted at 10° C. for 12 hours. Subsequent treatment of the reaction mixture was conducted in the same manner as in Example 40. From the fraction eluted with a 50:1 by volume mixture of benzene and ethyl acetate from a silica gel chromatography column were obtained 110 mg of the title compound. The reagents and catalysts are O1B(OC(C)(C)C1(C)C)B2OC(C)(C)C(O2)(C)C, N=1C=CC(=CC1C=2N=CC=C(C2)C(C)(C)C)C(C)(C)C, C[OH2+].C[OH2+].C1CC=CCCC=C1.C1CC=CCCC=C1.[Ir].[Ir]. Reported procedure: General  procedure Cwas  applied  to  1-methoxy-2-methylbenzene 15b(50mg, 0.4mmol).  The  reaction mixture was stirredat room temperature for 16hours giving a conversion of 75% (GC-MS) and 16band 17bin a 75:25mixture which also contained unreacted starting material 15b(1H NMR spectrum). The yield is 19.0%. Reactants: O(C=1C=CC=CC1C)C. The product is O(C1=CC(=CC=C1C)B2OC(C)(C)C(O2)(C)C)C, O(C1=CC=C(C=C1C)B2OC(C)(C)C(O2)(C)C)C. Run in O(C)C(C)(C)C. Reaction conditions: temperature 25 celsius, time 16 hour. The reactants are O=C(CNC(OC(C)(C)C)=O)N1CCC(CC1)C1=NSC(=N1)NC1=NC=C(C=C1OC1=CC=CC=C1)SC1=NC=CC=C1 (tert-Butyl 2-oxo-2-(4-(5-(3-phenoxy-5-(pyridin-2-ylthio)pyridin-2-ylamino)-1,2,4-thiadiazol-3-yl)piperidin-1-yl)ethylcarbamate), Cl (HCl). Run in C(Cl)Cl.CO (CH2Cl2 MeOH), O1CCOCC1 (dioxane). Reaction conditions: time 2 hour. Yields the product Cl.Cl.NCC(=O)N1CCC(CC1)C1=NSC(=N1)NC1=NC=C(C=C1OC1=CC=CC=C1)SC1=NC=CC=C1 (2-amino-1-(4-(5-(3-phenoxy-5-(pyridin-2-ylthio)pyridin-2-ylamino)-1,2,4-thiadiazol-3-yl)piperidin-1-yl)ethanone dihydrochloride). The yield is 78.0%. Reaction SMILES: [O:1]=[C:2]([N:12]1[CH2:17][CH2:16][CH:15]([C:18]2[N:22]=[C:21]([NH:23][C:24]3[C:29]([O:30][C:31]4[CH:36]=[CH:35][CH:34]=[CH:33][CH:32]=4)=[CH:28][C:27]([S:37][C:38]4[CH:43]=[CH:42][CH:41]=[CH:40][N:39]=4)=[CH:26][N:25]=3)[S:20][N:19]=2)[CH2:14][CH2:13]1)[CH2:3][NH:4]C(=O)OC(C)(C)C.[ClH:44]>C(Cl)Cl.CO.O1CCOCC1>[ClH:44].[ClH:44].[NH2:4][CH2:3][C:2]([N:12]1[CH2:13][CH2:14][CH:15]([C:18]2[N:22]=[C:21]([NH:23][C:24]3[C:29]([O:30][C:31]4[CH:36]=[CH:35][CH:34]=[CH:33][CH:32]=4)=[CH:28][C:27]([S:37][C:38]4[CH:43]=[CH:42][CH:41]=[CH:40][N:39]=4)=[CH:26][N:25]=3)[S:20][N:19]=2)[CH2:16][CH2:17]1)=[O:1] |f:2.3,5.6.7|. Procedure details: tert-Butyl 2-oxo-2-(4-(5-(3-phenoxy-5-(pyridin-2-ylthio)pyridin-2-ylamino)-1,2,4-thiadiazol-3-yl)piperidin-1-yl)ethylcarbamate (0.098 g, 0.16 mmol) was dissolved in CH2Cl2:MeOH (1:1, 20 mL) and added 5 mL of 4M HCl in dioxane and stirred for 2 hours. The reaction was concentrated and dried in high vacuum oven to provide 2-amino-1-(4-(5-(3-phenoxy-5-(pyridin-2-ylthio)pyridin-2-ylamino)-1,2,4-thiadiazol-3-yl)piperidin-1-yl)ethanone dihydrochloride (0.081 g, 78% yield). 1H NMR (d6-DMSO) δ 12.34 (s,... Starting materials: C(C1=CC=CC=C1)OC=1C=NC(=NC1)C1=CC=C(C=C1)C#CCCCC(C)OC1OCCCC1 (5-benzyloxy-2-[4-(6-tetrahydropyranyloxy-1-heptynyl)phenyl]pyrimidine), [H][H] (hydrogen), [H][H] (hydrogen). Reagents/catalysts: [Pd] (Pd/C). The solvent is C1CCOC1 (THF). Product: OC=1C=NC(=NC1)C1=CC=C(C=C1)CCCCCC(C)OC1OCCCC1 (5-hydroxy-2-[4-(6-tetrahydropyranyloxy1-heptyl)phenyl]pyrimidine). As a reaction SMILES: C([O:8][C:9]1[CH:10]=[N:11][C:12]([C:15]2[CH:20]=[CH:19][C:18]([C:21]#[C:22][CH2:23][CH2:24][CH2:25][CH:26]([O:28][CH:29]3[CH2:34][CH2:33][CH2:32][CH2:31][O:30]3)[CH3:27])=[CH:17][CH:16]=2)=[N:13][CH:14]=1)C1C=CC=CC=1.[H][H]>[Pd].C1COCC1>[OH:8][C:9]1[CH:10]=[N:11][C:12]([C:15]2[CH:16]=[CH:17][C:18]([CH2:21][CH2:22][CH2:23][CH2:24][CH2:25][CH:26]([O:28][CH:29]3[CH2:34][CH2:33][CH2:32][CH2:31][O:30]3)[CH3:27])=[CH:19][CH:20]=2)=[N:13][CH:14]=1. Procedure: In a reactor equipped with a stirrer and a thermometer, 5-benzyloxy-2-[4-(6-tetrahydropyranyloxy-1-heptynyl)phenyl]pyrimidine, 5% Pd/C and THF are charged. After replacing an internal atmosphere of the reactor by hydrogen gas under atmospheric pressure, the mixture is reacted at room temperature for 10 hours in a hydrogen atmosphere under ordinary pressure. After filtrating the catalyst off, the reaction mixture is evaporated under reduced pressure. A resulting residue is purified by silica gel ... The reactants are CO, OCCOCn1cc(I)c2c(Cl)ncnc21, N. Product: Nc1ncnc2c1c(I)cn2COCCO. RXN SMILES: [CH3:18][OH:19].[Cl:1][c:2]1[c:3]2[c:4]([n:5][cH:6][n:7]1)[n:8]([CH2:12][O:13][CH2:14][CH2:15][OH:16])[cH:9][c:10]2[I:11].[NH3:17]>>[c:2]1([NH2:17])[c:3]2[c:4]([n:5][cH:6][n:7]1)[n:8]([CH2:12][O:13][CH2:14][CH2:15][OH:16])[cH:9][c:10]2[I:11]. Starting materials: CCOc1cc(C(C)(C)C)ncc1C1=NC(C)(c2ccc(Cl)cc2)C(C)(c2ccc(Cl)cc2)N1C(=O)N1CCC(CC(=O)O)CC1, Cc1ccc(F)c(N)c1. Yields the product CCOc1cc(C(C)(C)C)ncc1C1=NC(C)(c2ccc(Cl)cc2)C(C)(c2ccc(Cl)cc2)N1C(=O)N1CCC(CC(=O)Nc2cc(C)ccc2F)CC1. As a reaction SMILES: [C:1]([CH3:2])([CH3:3])([CH3:4])[c:5]1[cH:6][c:7]([O:44][CH2:45][CH3:46])[c:8]([C:11]2=[N:15][C:14]([CH3:16])([c:17]3[cH:18][cH:19][c:20]([Cl:23])[cH:21][cH:22]3)[C:13]([CH3:24])([c:25]3[cH:26][cH:27][c:28]([Cl:31])[cH:29][cH:30]3)[N:12]2[C:32](=[O:33])[N:34]2[CH2:35][CH2:36][CH:37]([CH2:40][C:41](=[O:42])[OH:43])[CH2:38][CH2:39]2)[cH:9][n:10]1.[F:47][c:48]1[c:49]([NH2:50])[cH:51][c:52]([CH3:55])[cH:53][cH:54]1>>[C:1]([CH3:2])([CH3:3])([CH3:4])[c:5]1[cH:6][c:7]([O:44][CH2:45][CH3:46])[c:8]([C:11]2=[N:15][C:14]([CH3:16])([c:17]3[cH:18][cH:19][c:20]([Cl:23])[cH:21][cH:22]3)[C:13]([CH3:24])([c:25]3[cH:26][cH:27][c:28]([Cl:31])[cH:29][cH:30]3)[N:12]2[C:32](=[O:33])[N:34]2[CH2:35][CH2:36][CH:37]([CH2:40][C:41](=[O:42])[NH:50][c:49]3[c:48]([F:47])[cH:54][cH:53][c:52]([CH3:55])[cH:51]3)[CH2:38][CH2:39]2)[cH:9][n:10]1.